From a dataset of the Open Reaction Database (ORD), a public repository of structured organic reaction records. describe an organic reaction: reactants, conditions, products, and yield The reactants are [BH4-], CO, COc1ccc(C=O)cc1C(=O)OCc1ccccc1, Cl, [Na+], O. Yields the product COc1ccc(CO)cc1C(=O)OCc1ccccc1. As a reaction SMILES: [BH4-:23].[CH3:21][OH:22].[CH:1](=[O:2])[c:3]1[cH:4][cH:5][c:6]([O:19][CH3:20])[c:7]([C:8](=[O:9])[O:10][CH2:11][c:12]2[cH:13][cH:14][cH:15][cH:16][cH:17]2)[cH:18]1.[ClH:25].[Na+:24].[OH2:26]>>[CH2:1]([OH:2])[c:3]1[cH:4][cH:5][c:6]([O:19][CH3:20])[c:7]([C:8](=[O:9])[O:10][CH2:11][c:12]2[cH:13][cH:14][cH:15][cH:16][cH:17]2)[cH:18]1. Reactants: Cl.N1C[C@@H](CCC1)NC(=O)C1=CNC2=C1N=CN=C2C2=C(C=C(C(=C2)F)OC)OCC2CC2 (4-(2-cyclopropylmethoxy-5-fluoro-4-methoxy-phenyl)-5H-pyrrolo[3,2-d]pyrimidine-7-carboxylic acid (R)-piperidin-3-ylamide hydrochloride), C(C)(=O)Cl (acetyl chloride). Product: C(C)(=O)N1C[C@@H](CCC1)NC(=O)C1=CNC2=C1N=CN=C2C2=C(C=C(C(=C2)F)OC)OCC2CC2 (4-(2-Cyclopropylmethoxy-5-fluoro-4-methoxy-phenyl)-5H-pyrrolo[3,2-d]pyrimidine-7-carboxylic acid ((R)-1-acetyl-piperidin-3-yl)-amide). RXN SMILES: Cl.[NH:2]1[CH2:7][CH2:6][CH2:5][C@@H:4]([NH:8][C:9]([C:11]2[C:15]3[N:16]=[CH:17][N:18]=[C:19]([C:20]4[CH:25]=[C:24]([F:26])[C:23]([O:27][CH3:28])=[CH:22][C:21]=4[O:29][CH2:30][CH:31]4[CH2:33][CH2:32]4)[C:14]=3[NH:13][CH:12]=2)=[O:10])[CH2:3]1.[C:34](Cl)(=[O:36])[CH3:35]>>[C:34]([N:2]1[CH2:7][CH2:6][CH2:5][C@@H:4]([NH:8][C:9]([C:11]2[C:15]3[N:16]=[CH:17][N:18]=[C:19]([C:20]4[CH:25]=[C:24]([F:26])[C:23]([O:27][CH3:28])=[CH:22][C:21]=4[O:29][CH2:30][CH:31]4[CH2:32][CH2:33]4)[C:14]=3[NH:13][CH:12]=2)=[O:10])[CH2:3]1)(=[O:36])[CH3:35] |f:0.1|. Procedure details: Starting from 4-(2-cyclopropylmethoxy-5-fluoro-4-methoxy-phenyl)-5H-pyrrolo[3,2-d]pyrimidine-7-carboxylic acid (R)-piperidin-3-ylamide hydrochloride (example A167) and acetyl chloride the title compound is obtained as colorless solid. Reactants: dioxide, CC=1CC2(OCCO2)CC(C1CO)(C)C (7,9,9-trimethyl-1,4-dioxaspiro[4,5]dec-7-en-8-methanol). Solvent: C(Cl)Cl (methylene chloride). Product: CC=1CC2(OCCO2)CC(C1C=O)(C)C (7,9,9-Trimethyl-1,4-Dioxaspiro[4,5]dec-7-en-8-Carboxaldehyde). RXN SMILES: [CH3:1][C:2]1[CH2:3][C:4]2([CH2:9][C:10]([CH3:15])([CH3:14])[C:11]=1[CH2:12][OH:13])[O:8][CH2:7][CH2:6][O:5]2>C(Cl)Cl>[CH3:1][C:2]1[CH2:3][C:4]2([CH2:9][C:10]([CH3:15])([CH3:14])[C:11]=1[CH:12]=[O:13])[O:5][CH2:6][CH2:7][O:8]2. Reported procedure: 3 kg. of maganese dioxide was added in four portions over a period of 2 days to a solution of 150 g. of crystalline 7,9,9-trimethyl-1,4-dioxaspiro[4,5]dec-7-en-8-methanol in 3 l. of methylene chloride. After the mixture was stirred under nitrogen for an additional day, the oxidation was complete according to a determination by thin layer chromatography. Filtration and evaporation of the solvent yielded the crude product which was used for the next step without further purification. A small porti... Reactants: C(C=1C(C(=O)OC2CC(N(C(C2)(C)C)O)(C)C)=CC=CC1)(=O)OC1CC(N(C(C1)(C)C)O)(C)C (di-(1-oxyl-2,2,6,6-tetramethylpiperidin-4-yl) phthalate), C(C)C1=CC=CC=C1 (ethylbenzene), [O-]O (hydroperoxide). The reagents and catalysts are [Mo]=O (molybdenum oxide). Solvent: O (water). Reaction conditions: temperature 110 celsius. Product: C(C=1C(C(=O)OC2CC(N(C(C2)(C)C)OC(C2=CC=CC=C2)C)(C)C)=CC=CC1)(=O)OC1CC(N(C(C1)(C)C)OC(C1=CC=CC=C1)C)(C)C (Di-[1-(alpha-methylbenzyloxy)-2,2,6,6-tetramethylpiperidin-4-yl] Phthalate). The yield is 88.0%. Reaction SMILES: [C:1]([O:23][CH:24]1[CH2:29][C:28]([CH3:31])([CH3:30])[N:27]([OH:32])[C:26]([CH3:34])([CH3:33])[CH2:25]1)(=[O:22])[C:2]1[C:3](=[CH:18][CH:19]=[CH:20][CH:21]=1)[C:4]([O:6][CH:7]1[CH2:12][C:11]([CH3:14])([CH3:13])[N:10]([OH:15])[C:9]([CH3:17])([CH3:16])[CH2:8]1)=[O:5].[CH2:35]([C:37]1[CH:42]=[CH:41][CH:40]=[CH:39][CH:38]=1)[CH3:36].[O-]O>O.[Mo]=O>[C:4]([O:6][CH:7]1[CH2:12][C:11]([CH3:13])([CH3:14])[N:10]([O:15][CH:35]([CH3:36])[C:37]2[CH:42]=[CH:41][CH:40]=[CH:39][CH:38]=2)[C:9]([CH3:17])([CH3:16])[CH2:8]1)(=[O:5])[C:3]1[C:2](=[CH:21][CH:20]=[CH:19][CH:18]=1)[C:1]([O:23][CH:24]1[CH2:29][C:28]([CH3:31])([CH3:30])[N:27]([O:32][CH:35]([CH3:36])[C:37]2[CH:42]=[CH:41][CH:40]=[CH:39][CH:38]=2)[C:26]([CH3:34])([CH3:33])[CH2:25]1)=[O:22]. Reported procedure: The compound is prepared from 40.0 g of di-(1-oxyl-2,2,6,6-tetramethylpiperidin-4-yl) phthalate, 200 ml of ethylbenzene, and 2.0 g of molybdenum oxide which are heated to 110° C. (nitrogen atmosphere). Thereafter, 65 g of 70% t-butyl hydroxperoxide in water is added dropwise over one hour. The reaction mixture is refluxed for 3 hours after the hydroperoxide addition is complete. The crude product is chromatographed on silica gel (9:1 hexane: ethyl acetate) to give 51.0 g (88% yield) of a soft gl... Starting materials: ClC=1C=C(C=C(C1)Cl)C1(CC(=NO1)C1=CC=C(N2C=CC=C12)C(=O)OCC)C(F)(F)F (ethyl 8-(5-(3,5-dichlorophenyl)-5-(trifluoromethyl)-4,5-dihydroisoxazol-3-yl)indolizine-5-carboxylate), [OH-].[Na+] (NaOH), Cl (HCl). The solvent is O.CO (H2O MeOH). The product is ClC=1C=C(C=C(C1)Cl)C1(CC(=NO1)C1=CC=C(N2C=CC=C12)C(=O)O)C(F)(F)F (8-(5-(3,5-dichlorophenyl)-5-(trifluoromethyl)-4,5-dihydroisoxazol-3-yl)indolizine-5-carboxylic acid). Yield: 47.2%. Reaction SMILES: [Cl:1][C:2]1[CH:3]=[C:4]([C:9]2([C:28]([F:31])([F:30])[F:29])[O:13][N:12]=[C:11]([C:14]3[C:22]4[N:18]([CH:19]=[CH:20][CH:21]=4)[C:17]([C:23]([O:25]CC)=[O:24])=[CH:16][CH:15]=3)[CH2:10]2)[CH:5]=[C:6]([Cl:8])[CH:7]=1.[OH-].[Na+].Cl>O.CO>[Cl:8][C:6]1[CH:5]=[C:4]([C:9]2([C:28]([F:29])([F:31])[F:30])[O:13][N:12]=[C:11]([C:14]3[C:22]4[N:18]([CH:19]=[CH:20][CH:21]=4)[C:17]([C:23]([OH:25])=[O:24])=[CH:16][CH:15]=3)[CH2:10]2)[CH:3]=[C:2]([Cl:1])[CH:7]=1 |f:1.2,4.5|. Procedure details: A solution of ethyl 8-(5-(3,5-dichlorophenyl)-5-(trifluoromethyl)-4,5-dihydroisoxazol-3-yl)indolizine-5-carboxylate (50 mg, 0.11 mmol) and NaOH (21 mg, 0.55 mmol) in H2O-MeOH (1:1, 20 mL) was stirred at rt for 3 h. The mixture was acidified with 2 N HCl and extracted with ethyl acetate (3×20 mL). The combined organic layers were washed with brine, dried over Na2SO4, filtered and concentrated under reduced pressure. The residue was purified by prep-TLC to give 8-(5-(3,5-dichlorophenyl)-5-(trifluo... The reactants are CC=1C=C(C(C(=O)O)=CC1C)NC (4,5-dimethyl-N-methyl anthranilic acid), C(C)(=O)OC(C)=O (acetic anhydride). RXN SMILES: [CH3:1][C:2]1[CH:3]=[C:4]([NH:12][CH3:13])[C:5](=[CH:9][C:10]=1[CH3:11])[C:6]([OH:8])=O.[C:14](OC(=O)C)(=[O:16])[CH3:15]>C(O)(=O)C>[OH:8][C:6]1[C:5]2[C:4](=[CH:3][C:2]([CH3:1])=[C:10]([CH3:11])[CH:9]=2)[N:12]([CH3:13])[C:14](=[O:16])[CH:15]=1. The solvent is C(C)(=O)O (acetic acid). The product is OC1=CC(N(C2=CC(=C(C=C12)C)C)C)=O (4-Hydroxy-1,6,7-trimethyl carbostyril). Procedure: To a solution of 4,5-dimethyl-N-methyl anthranilic acid (30.0g.; 0.168 mole; m.p. 190° - 191° C) in glacial acetic acid (75 ml.) was added acetic anhydride (75 ml.) and the mixture was refluxed for 4 hrs. After cooling the dark solution was poured onto crushed ice, made alkaline (pH 9), and filtered. On bringing the filtrate to pH5 with concentrated hydrochloric acid the title product separated as a white solid, m.p. (EtOH) 300° - 305° C (Found: C, 70.12; H, 6.30; N, 7.12; C12H13NO2 requires; C,...